From a dataset of the Open Reaction Database (ORD), a public repository of structured organic reaction records. describe an organic reaction: reactants, conditions, products, and yield Starting materials: ClC1=NC=CC=C1[N+](=O)[O-] (2-chloro-3-nitropyridine), CB(O)O (methylboronic acid), C(=O)([O-])[O-].[K+].[K+] (K2CO3). The reagents and catalysts are C=1C=CC(=CC1)[P](C=2C=CC=CC2)(C=3C=CC=CC3)[Pd]([P](C=4C=CC=CC4)(C=5C=CC=CC5)C=6C=CC=CC6)([P](C=7C=CC=CC7)(C=8C=CC=CC8)C=9C=CC=CC9)[P](C=1C=CC=CC1)(C=1C=CC=CC1)C=1C=CC=CC1 (Pd(PPh3)4). The solvent is O1CCOCC1 (dioxane). Product: CC1=NC=CC=C1[N+](=O)[O-] (2-methyl-3-nitropyridine). The yield is 90.2%. RXN SMILES: Cl[C:2]1[C:7]([N+:8]([O-:10])=[O:9])=[CH:6][CH:5]=[CH:4][N:3]=1.[CH3:11]B(O)O.C([O-])([O-])=O.[K+].[K+]>O1CCOCC1.C1C=CC([P]([Pd]([P](C2C=CC=CC=2)(C2C=CC=CC=2)C2C=CC=CC=2)([P](C2C=CC=CC=2)(C2C=CC=CC=2)C2C=CC=CC=2)[P](C2C=CC=CC=2)(C2C=CC=CC=2)C2C=CC=CC=2)(C2C=CC=CC=2)C2C=CC=CC=2)=CC=1>[CH3:11][C:2]1[C:7]([N+:8]([O-:10])=[O:9])=[CH:6][CH:5]=[CH:4][N:3]=1 |f:2.3.4,^1:30,32,51,70|. Procedure: A mixture of 2-chloro-3-nitropyridine 1 (793 mg, 5.0 mmol), methylboronic acid (329 mg, 5.5 mmol), Pd(PPh3)4 (578 mg, 0.5 mmol) and K2CO3 (2.073 g, 15.0 mmol) in dioxane (25 mL) was refluxed for 2 days. It was then cooled to room temperature and filtered. The solvent was removed and the residue was isolated by flash chromatography (50% ethyl acetate in hexanes) to provide 623 mg (90%) of 2-methyl-3-nitropyridine 3. The reactants are CC[SiH](CC)CC, COC(=O)c1ccc(F)c2c1C(O)C(C)(C)C(c1cccc(Br)c1)N2, O=C(O)C(F)(F)F. Yields the product COC(=O)c1ccc(F)c2c1CC(C)(C)C(c1cccc(Br)c1)N2. Reaction SMILES: [CH2:26]([SiH:27]([CH2:28][CH3:29])[CH2:30][CH3:31])[CH3:32].[CH3:1][O:2][C:3](=[O:4])[c:5]1[c:6]2[c:11]([c:12]([F:15])[cH:13][cH:14]1)[NH:10][CH:9]([c:16]1[cH:17][c:18]([Br:22])[cH:19][cH:20][cH:21]1)[C:8]([CH3:23])([CH3:24])[CH:7]2[OH:25].[OH:33][C:34]([C:35]([F:36])([F:37])[F:38])=[O:39]>>[CH3:1][O:2][C:3](=[O:4])[c:5]1[c:6]2[c:11]([c:12]([F:15])[cH:13][cH:14]1)[NH:10][CH:9]([c:16]1[cH:17][c:18]([Br:22])[cH:19][cH:20][cH:21]1)[C:8]([CH3:23])([CH3:24])[CH2:7]2.